Dataset: the Open Reaction Database (ORD), a public repository of structured organic reaction records. Task: describe an organic reaction: reactants, conditions, products, and yield Starting materials: C#Cc1cccc(OCc2ccc(OCC)cc2)c1, CN([SiH](C)C)[Si](C)(C)C, CON(C)C(=O)c1ccccc1, [Li], C1CCOC1. Yields the product CCOc1ccc(COc2cccc(C#CC(=O)c3ccccc3)c2)cc1. Reaction SMILES: [CH2:11]([CH3:12])[O:13][c:14]1[cH:15][cH:16][c:17]([CH2:18][O:19][c:20]2[cH:21][c:22]([C:26]#[CH:27])[cH:23][cH:24][cH:25]2)[cH:28][cH:29]1.[CH3:1][SiH:2]([CH3:3])[N:4]([CH3:5])[Si:6]([CH3:7])([CH3:8])[CH3:9].[CH3:30][O:31][N:32]([CH3:33])[C:34](=[O:35])[c:36]1[cH:37][cH:38][cH:39][cH:40][cH:41]1.[Li:10].[O:42]1[CH2:43][CH2:44][CH2:45][CH2:46]1>>[CH2:11]([CH3:12])[O:13][c:14]1[cH:15][cH:16][c:17]([CH2:18][O:19][c:20]2[cH:21][c:22]([C:26]#[C:27][C:34](=[O:35])[c:36]3[cH:37][cH:38][cH:39][cH:40][cH:41]3)[cH:23][cH:24][cH:25]2)[cH:28][cH:29]1. Reactants: OC[C@@H](C(C)C)NC(C1=CC=C(C=C1)C(CC(=O)C1=CN(C(C=C1)=O)C)C1=C(C=CC=C1)C)=O (N—((R)-1-hydroxy-3-methylbutan-2-yl)-4-(3-(1-methyl-6-oxo-1,6-dihydropyridin-3-yl)-3-oxo-1-o-tolylpropyl)benzamide), Cl.NO (hydroxylamine hydrochloride), C(O)([O-])=O.[Na+] (sodium hydrogencarbonate). The product is OC[C@@H](C(C)C)NC(C1=CC=C(C=C1)C(C\C(\C1=CN(C(C=C1)=O)C)=N/O)C1=C(C=CC=C1)C)=O (N—((R)-1-Hydroxy-3-methylbutan-2-yl)-4-((E)-3-(hydroxyimino)-3-(1-methyl-6-oxo-1,6-dihydropyridin-3-yl)-1-o-tolylpropyl)benzamide). As a reaction SMILES: [OH:1][CH2:2][C@H:3]([NH:7][C:8](=[O:34])[C:9]1[CH:14]=[CH:13][C:12]([CH:15]([C:27]2[CH:32]=[CH:31][CH:30]=[CH:29][C:28]=2[CH3:33])[CH2:16][C:17]([C:19]2[CH:24]=[CH:23][C:22](=[O:25])[N:21]([CH3:26])[CH:20]=2)=O)=[CH:11][CH:10]=1)[CH:4]([CH3:6])[CH3:5].Cl.[NH2:36][OH:37].C(=O)([O-])O.[Na+]>>[OH:1][CH2:2][C@H:3]([NH:7][C:8](=[O:34])[C:9]1[CH:10]=[CH:11][C:12]([CH:15]([C:27]2[CH:32]=[CH:31][CH:30]=[CH:29][C:28]=2[CH3:33])[CH2:16]/[C:17](=[N:36]\[OH:37])/[C:19]2[CH:24]=[CH:23][C:22](=[O:25])[N:21]([CH3:26])[CH:20]=2)=[CH:13][CH:14]=1)[CH:4]([CH3:5])[CH3:6] |f:1.2,3.4|. Procedure details: In analogy to example 151, step 3, N—((R)-1-hydroxy-3-methylbutan-2-yl)-4-(3-(1-methyl-6-oxo-1,6-dihydropyridin-3-yl)-3-oxo-1-o-tolylpropyl)benzamide was reacted with hydroxylamine hydrochloride in the presence of sodium hydrogencarbonate to give the title compound as an off-white solid containing <10% of the corresponding Z isomer, MS (ESI+): m/z=476.2 [M+H]+. Starting materials: Polyphosphoric acid, C1(=CC=CC=C1)C(C(=O)O)CC1=CC=CC=C1 (2,3-diphenyl-propanoic acid). Solvent: O (Water). Run at time 45 minute. The product is C1(=CC=CC=C1)C1C(C2=CC=CC=C2C1)=O (2-Phenylindan-1-one). Reaction SMILES: [C:1]1([CH:7]([CH2:11][C:12]2[CH:17]=[CH:16][CH:15]=[CH:14][CH:13]=2)[C:8]([OH:10])=O)[CH:6]=[CH:5][CH:4]=[CH:3][CH:2]=1>O>[C:1]1([CH:7]2[CH2:11][C:12]3[C:17](=[CH:16][CH:15]=[CH:14][CH:13]=3)[C:8]2=[O:10])[CH:2]=[CH:3][CH:4]=[CH:5][CH:6]=1. Procedure details: Polyphosphoric acid (50 g) was heated in an oil bath at 140-145° C. and 2,3-diphenyl-propanoic acid (2.5 g) was added. Heating was continued for 45 min. Water was added. The mixture was cooled and extracted with ethyl acetate. The organic extracts were washed with 1 M NaOH solution and water. After drying the solvent was evaporated under reduced pressure. The product thus obtained was further purified by trituration in heptane. The reactants are [N+](=O)([O-])C1=CC=C2C=CNC2=C1 (6-nitroindole), O.Cl.N1CCC(CC1)=O (4-piperidone hydrochloride hydrate). The product is [N+](=O)([O-])C1=CC=C2C(=CNC2=C1)C=1CCNCC1 (6-nitro-3-(1,2,3,6-tetrahydropyridin-4-yl)-1H-indole). As a reaction SMILES: [N+:1]([C:4]1[CH:12]=[C:11]2[C:7]([CH:8]=[CH:9][NH:10]2)=[CH:6][CH:5]=1)([O-:3])=[O:2].O.Cl.[NH:15]1[CH2:20][CH2:19][C:18](=O)[CH2:17][CH2:16]1>>[N+:1]([C:4]1[CH:12]=[C:11]2[C:7]([C:8]([C:18]3[CH2:19][CH2:20][NH:15][CH2:16][CH:17]=3)=[CH:9][NH:10]2)=[CH:6][CH:5]=1)([O-:3])=[O:2] |f:1.2.3|. Procedure: The title compound was prepared in a fashion similar to that described in Preparation 30 from 6-nitroindole (6.0 g, 37 mmol) and 4-piperidone hydrochloride hydrate (11.4 g, 74 mmol). The product was isolated as an orange solid. Yield 8.8 g (97%). mp 247°-250° C.(dec.) FDMS m/e=243 (M+ of free base). Starting materials: C(C)OC(/C=C/C(=O)OC)OCC (methyl 4,4-diethoxy-crotonate), C(CO)(=O)O.C[Na] (methyl sodium glycolate), O (water). Run in CS(=O)C (dimethylsulfoxide). Reaction conditions: time 3 hour. Product: C(C)OC(C1OCC(C1C(=O)OC)=O)OCC (methyl 2-diethoxymethyl-4-oxo-tetrahydrofuran-3-carboxylate). Reaction SMILES: [C:1](O)(=[O:4])[CH2:2][OH:3].C[Na].[CH2:8]([O:10][CH:11]([O:18][CH2:19][CH3:20])/[CH:12]=[CH:13]/[C:14]([O:16][CH3:17])=[O:15])[CH3:9].O>CS(C)=O>[CH2:19]([O:18][CH:11]([O:10][CH2:8][CH3:9])[CH:12]1[CH:13]([C:14]([O:16][CH3:17])=[O:15])[C:2](=[O:3])[CH2:1][O:4]1)[CH3:20] |f:0.1|. Procedure details: The starting material is prepared as follows: To the suspension of 7.15 g of methyl sodium glycolate in 50 ml of dimethylsulfoxide and 25 ml of diemthylformamide, cooled to 0°, are added at once 9.5 g of methyl 4,4-diethoxy-crotonate and the mixture is stirred at room temperature for 3 hours. It is poured into water, washed with diethyl ether and the aqueous layer is acidified with cold N hydrochloric acid. It is extracted twice with diethyl ether, the extract dried, evaporated and the residue d... Starting materials: FC1=CC(=C(C=C1)N1CCNCC1)C(F)(F)F (1-(4-fluoro-2-(trifluoromethyl)phenyl)piperazine), ClC=1C=C(C=CC1Cl)S(=O)(=O)Cl (3,4-dichlorobenzene-1-sulfonyl chloride), C(C)(C)N(CC)C(C)C (diisopropylethylamine). The solvent is ClCCl (dichloromethane), ClCCl (dichloromethane). Run at time 30 minute. The product is ClC=1C=C(C=CC1Cl)S(=O)(=O)N1CCN(CC1)C1=C(C=C(C=C1)F)C(F)(F)F (1-[(3,4-dichlorophenyl)sulfonyl]-4-[4-fluoro-2-(trifluoromethyl)phenyl]piperazine). The yield is 75.7%. RXN SMILES: [F:1][C:2]1[CH:7]=[CH:6][C:5]([N:8]2[CH2:13][CH2:12][NH:11][CH2:10][CH2:9]2)=[C:4]([C:14]([F:17])([F:16])[F:15])[CH:3]=1.[Cl:18][C:19]1[CH:20]=[C:21]([S:26](Cl)(=[O:28])=[O:27])[CH:22]=[CH:23][C:24]=1[Cl:25].C(N(C(C)C)CC)(C)C>ClCCl>[Cl:18][C:19]1[CH:20]=[C:21]([S:26]([N:11]2[CH2:12][CH2:13][N:8]([C:5]3[CH:6]=[CH:7][C:2]([F:1])=[CH:3][C:4]=3[C:14]([F:16])([F:15])[F:17])[CH2:9][CH2:10]2)(=[O:27])=[O:28])[CH:22]=[CH:23][C:24]=1[Cl:25]. Procedure: To a stirred solution of 1-(4-fluoro-2-(trifluoromethyl)phenyl)piperazine (386 mg, 1.555 mmol) and 3,4-dichlorobenzene-1-sulfonyl chloride (381.8 mg, 1.555 mmol) in anhydrous dichloromethane (3 mL) was added diisopropylethylamine (1.35 mL, 7.775 mmol). The mixture was stirred at room temperature for 30 minutes. Reaction was complete as determined by TLC. The reaction mixture was diluted with dichloromethane, washed with saturated Na2CO3 (aq.), water then brine. Organic layer was dried over MgSO4...